Dataset: the Open Reaction Database (ORD), a public repository of structured organic reaction records. Task: describe an organic reaction: reactants, conditions, products, and yield The reactants are Cl (hydrochloric acid), P-nitrophenyl lactic acid, C(CN)N (ethylene diamine), C1(=CC=CC=C1)C(C(=O)O)(O)C (Phenyl-lactic acid), [N+](=O)(O)[O-] (nitric acid), C(C(O)C)(=O)OC1=C(C=C(C=C1)[N+](=O)[O-])C (Methyl-p-nitrophenyl lactate). Solvent: S(O)(O)(=O)=O (sulfuric acid), CO (methanol). The product is amide, [N+](=O)([O-])C1=CC=C(C=C1)CC(C(=O)NCCN)O (3-(4-nitrophenyl)-2-hydroxy-N-(2-aminoethyl)propionamide). Reaction SMILES: C1([C:7]([CH3:12])([OH:11])[C:8]([OH:10])=O)C=CC=CC=1.[N+]([O-])(O)=O.Cl.C(O[C:24]1[CH:29]=[CH:28][C:27]([N+:30]([O-:32])=[O:31])=[CH:26][C:25]=1C)(=O)C(C)O.[CH2:34]([NH2:37])[CH2:35][NH2:36]>S(=O)(=O)(O)O.CO>[N+:30]([C:27]1[CH:26]=[CH:25][C:24]([CH2:12][CH:7]([OH:11])[C:8]([NH:36][CH2:35][CH2:34][NH2:37])=[O:10])=[CH:29][CH:28]=1)([O-:32])=[O:31]. Procedure details: Phenyl-lactic acid (available from Aldrich Chemical Co., Milwaukee, Wis.) is nitrated with nitric acid in sulfuric acid. P-nitrophenyl lactic acid is esterified with methanol and gaseous hydrochloric acid. Methyl-p-nitrophenyl lactate is condensed with ethylene diamine to provide the amide adduct, 3-(4-nitrophenyl)-2-hydroxy-N-(2-aminoethyl)propionamide. Starting materials: [BH4-], CO, ClCCl, O=C(O)c1cc2cc(C(F)(F)F)ccc2s1, [Na+], O=S(=O)(O)O, c1ccncc1. Yields the product OCc1cc2cc(C(F)(F)F)ccc2s1. As a reaction SMILES: [BH4-:23].[CH3:33][OH:34].[Cl:30][CH2:31][Cl:32].[F:7][C:8]([c:9]1[cH:10][cH:11][c:12]2[c:13]([cH:14][c:15]([C:17](=[O:18])[OH:19])[s:16]2)[cH:20]1)([F:21])[F:22].[Na+:24].[S:25](=[O:26])(=[O:27])([OH:28])[OH:29].[cH:1]1[cH:2][cH:3][n:4][cH:5][cH:6]1>>[F:7][C:8]([c:9]1[cH:10][cH:11][c:12]2[c:13]([cH:14][c:15]([CH2:17][OH:18])[s:16]2)[cH:20]1)([F:21])[F:22]. RXN SMILES: [CH3:1][O:2][C:3]1[CH:4]=[C:5]2[C:9](=[CH:10][CH:11]=1)[NH:8][CH:7]=[CH:6]2.Cl.O.[NH:14]1[CH2:19][CH2:18][C:17](=O)[CH2:16][CH2:15]1>>[CH3:1][O:2][C:3]1[CH:4]=[C:5]2[C:9](=[CH:10][CH:11]=1)[NH:8][CH:7]=[C:6]2[CH:17]1[CH2:18][CH2:19][NH:14][CH2:15][CH2:16]1 |f:1.2.3|. Reactants: COC=1C=C2C=CNC2=CC1 (5-methoxyindol), Cl.O.N1CCC(CC1)=O (4-piperidone monohydrate hydrochloride). The product is COC=1C=C2C(=CNC2=CC1)C1CCNCC1 (5-methoxy-3-piperidin-4-yl-1H-indole). Procedure details: This compound was prepared following the procedure described in Example 1 (parts A and B) starting with 5 g (33.9 mmol) of 5-methoxyindol and 13.2 g (86.2 mmol) of 4-piperidone monohydrate hydrochloride. After the usual work-up 6.5 g (83% of yield) of the desired product were obtained. The reactants are NCCCP(OCC)(=O)C(CCC)O (ethyl 3-aminopropyl(1-hydroxybutyl)-phosphinate), Cl (hydrochloric acid). The solvent is O (water). Product: NCCCP(O)(=O)C(CCC)O (3-aminopropyl(1hydroxybutyl)phosphinic acid). Isolated yield 85.8%. As a reaction SMILES: [NH2:1][CH2:2][CH2:3][CH2:4][P:5]([CH:10]([OH:14])[CH2:11][CH2:12][CH3:13])(=[O:9])[O:6]CC.Cl>O>[NH2:1][CH2:2][CH2:3][CH2:4][P:5]([CH:10]([OH:14])[CH2:11][CH2:12][CH3:13])(=[O:6])[OH:9]. Procedure details: A mixture of 2.0 g ethyl 3-aminopropyl(1-hydroxybutyl)-phosphinate and 20.0ml 2M aqueous hydrochloric acid is refluxed for 2 hours and then evaporatedto dryness. The residual oil is dissolved in 10 ml of water, and re-evaporated. The residue is dissolved in 20 ml of ethanol and treated with propylene oxide and to give 1.5 g of 3-aminopropyl(1hydroxybutyl)phosphinic acid, m.p. 188°. The reactants are Brc1cncc(Br)c1, CC(C)(C)[O-], Cc1ccccc1, NCc1ccccc1, [Na+], O=C(C=Cc1ccccc1)C=Cc1ccccc1, O=C(C=Cc1ccccc1)C=Cc1ccccc1, O=C(C=Cc1ccccc1)C=Cc1ccccc1, [Pd], [Pd], c1ccc(P(c2ccccc2)c2ccc3ccccc3c2-c2c(P(c3ccccc3)c3ccccc3)ccc3ccccc23)cc1. Yields the product Brc1cncc(NCc2ccccc2)c1. Reaction SMILES: [Br:1][c:2]1[cH:3][n:4][cH:5][c:6]([Br:7])[cH:8]1.[CH3:63][C:64]([CH3:65])([O-:66])[CH3:67].[CH3:69][c:70]1[cH:71][cH:72][cH:73][cH:74][cH:75]1.[NH2:9][CH2:10][c:11]1[cH:12][cH:13][cH:14][cH:15][cH:16]1.[Na+:68].[O:114]=[C:115]([CH:116]=[CH:117][c:118]1[cH:119][cH:120][cH:121][cH:122][cH:123]1)[CH:124]=[CH:125][c:126]1[cH:127][cH:128][cH:129][cH:130][cH:131]1.[O:78]=[C:79]([CH:80]=[CH:81][c:82]1[cH:83][cH:84][cH:85][cH:86][cH:87]1)[CH:88]=[CH:89][c:90]1[cH:91][cH:92][cH:93][cH:94][cH:95]1.[O:96]=[C:97]([CH:98]=[CH:99][c:100]1[cH:101][cH:102][cH:103][cH:104][cH:105]1)[CH:106]=[CH:107][c:108]1[cH:109][cH:110][cH:111][cH:112][cH:113]1.[Pd:76].[Pd:77].[cH:17]1[cH:18][cH:19][c:20]([P:21]([c:22]2[cH:23][cH:24][c:25]3[c:26]([cH:27][cH:28][cH:29][cH:30]3)[c:31]2-[c:32]2[c:33]3[c:34]([cH:35][cH:36][cH:37][cH:38]3)[cH:39][cH:40][c:41]2[P:42]([c:43]2[cH:44][cH:45][cH:46][cH:47][cH:48]2)[c:49]2[cH:50][cH:51][cH:52][cH:53][cH:54]2)[c:55]2[cH:56][cH:57][cH:58][cH:59][cH:60]2)[cH:61][cH:62]1>>[c:2]1([NH:9][CH2:10][c:11]2[cH:12][cH:13][cH:14][cH:15][cH:16]2)[cH:3][n:4][cH:5][c:6]([Br:7])[cH:8]1. RXN SMILES: [C:21]([O:22][BH-:23]([O:24][C:25](=[O:26])[CH3:27])[O:28][C:29](=[O:30])[CH3:31])(=[O:32])[CH3:33].[CH3:1][O:2][c:3]1[cH:4][c:5]2[c:8]([cH:9][c:10]1[O:11][CH3:12])[CH:7]([CH2:13][NH2:14])[CH2:6]2.[CH3:35][C:36](=[O:37])[OH:38].[Cl:41][CH2:42][Cl:43].[Na+:34].[Na+:40].[O:15]=[C:16]1[CH2:17][CH2:18][CH2:19][CH2:20]1.[OH-:39]>>[CH3:1][O:2][c:3]1[cH:4][c:5]2[c:8]([cH:9][c:10]1[O:11][CH3:12])[CH:7]([CH2:13][NH:14][CH:16]1[CH2:17][CH2:18][CH2:19][CH2:20]1)[CH2:6]2. Reactants: CC(=O)O[BH-](OC(C)=O)OC(C)=O, COc1cc2c(cc1OC)C(CN)C2, CC(=O)O, ClCCl, [Na+], [Na+], O=C1CCCC1, [OH-]. The product is COc1cc2c(cc1OC)C(CNC1CCCC1)C2. The reactants are BrC=1C=C(C=NC1C#N)N[C@@H]1CS(CC[C@@H]1NC(OC(C)(C)C)=O)(=O)=O (tert-butyl rel-{(3S,4S)-3-[(5-bromo-6-cyanopyridin-3-yl)amino]-1,1-dioxidotetrahydro-2H-thiopyran-4-yl}carbamate), COC1=CC(=NC(=C1)C)N (4-methoxy-6-methylpyridin-2-amine), C([O-])([O-])=O.[Cs+].[Cs+] (cesium carbonate). Reagents/catalysts: C=1C=CC(=CC1)/C=C/C(=O)/C=C/C2=CC=CC=C2.C=1C=CC(=CC1)/C=C/C(=O)/C=C/C2=CC=CC=C2.C=1C=CC(=CC1)/C=C/C(=O)/C=C/C2=CC=CC=C2.[Pd].[Pd] (Pd2(dba)3). Conditions: temperature 90 celsius. Yields the product C(#N)C1=C(C=C(C=N1)N[C@@H]1CS(CC[C@@H]1NC(OC(C)(C)C)=O)(=O)=O)NC1=NC(=CC(=C1)OC)C (tert-butyl rel-[(3S,4S)-3-({6-cyano-5-[(4-methoxy-6-methylpyridin-2-yl)amino]pyridin-3-yl}amino)-1,1-dioxidotetrahydro-2H-thiopyran-4-yl]carbamate). As a reaction SMILES: Br[C:2]1[CH:3]=[C:4]([NH:10][C@H:11]2[C@@H:16]([NH:17][C:18](=[O:24])[O:19][C:20]([CH3:23])([CH3:22])[CH3:21])[CH2:15][CH2:14][S:13](=[O:26])(=[O:25])[CH2:12]2)[CH:5]=[N:6][C:7]=1[C:8]#[N:9].[CH3:27][O:28][C:29]1[CH:34]=[C:33]([CH3:35])[N:32]=[C:31]([NH2:36])[CH:30]=1.C(=O)([O-])[O-].[Cs+].[Cs+]>C1C=CC(/C=C/C(/C=C/C2C=CC=CC=2)=O)=CC=1.C1C=CC(/C=C/C(/C=C/C2C=CC=CC=2)=O)=CC=1.C1C=CC(/C=C/C(/C=C/C2C=CC=CC=2)=O)=CC=1.[Pd].[Pd]>[C:8]([C:7]1[N:6]=[CH:5][C:4]([NH:10][C@H:11]2[C@@H:16]([NH:17][C:18](=[O:24])[O:19][C:20]([CH3:23])([CH3:22])[CH3:21])[CH2:15][CH2:14][S:13](=[O:26])(=[O:25])[CH2:12]2)=[CH:3][C:2]=1[NH:36][C:31]1[CH:30]=[C:29]([O:28][CH3:27])[CH:34]=[C:33]([CH3:35])[N:32]=1)#[N:9] |f:2.3.4,5.6.7.8.9|. Reported procedure: A mixture of tert-butyl rel-{(3S,4S)-3-[(5-bromo-6-cyanopyridin-3-yl)amino]-1,1-dioxidotetrahydro-2H-thiopyran-4-yl}carbamate (Enantiomer 1 from previous step) (50 mg, 0.11 mmol), 4-methoxy-6-methylpyridin-2-amine (16 mg, 0.11 mmol), Pd2(dba)3 (10 mg, 0.011 mmol), cesium carbonate (91 mg, 0.28 mmol), and Xanthpos (13 mg, 0.022 mmol) was purged with argon for 5 minutes. 1,4-Dioxane (1.0 ml) was added, and the reaction mixture was purged with argon for 5 minutes, and then heated to 90° C. for 2 ho...